This data is from the Open Reaction Database (ORD), a public repository of structured organic reaction records. The task is: describe an organic reaction: reactants, conditions, products, and yield The reactants are [BH3-]C#N, CC(=O)O, CO, COC(=O)c1ccc(C=O)cc1, [Na+], NCc1noc(C(F)(C2Cc3[nH]c4ccc(Cl)cc4c3C2)S(=O)(=O)c2ccccc2)n1. Yields the product COC(=O)c1ccc(CNCc2noc(C(F)(C3Cc4[nH]c5ccc(Cl)cc5c4C3)S(=O)(=O)c3ccccc3)n2)cc1. As a reaction SMILES: [C:44]([BH3-:45])#[N:46].[CH3:48][C:49](=[O:50])[OH:51].[CH3:52][OH:53].[CH:32](=[O:33])[c:34]1[cH:35][cH:36][c:37]([C:38](=[O:39])[O:40][CH3:41])[cH:42][cH:43]1.[Na+:47].[c:1]1([S:7](=[O:8])(=[O:9])[C:10]([c:11]2[n:12][c:13]([CH2:16][NH2:17])[n:14][o:15]2)([F:18])[CH:19]2[CH2:20][c:21]3[c:22]([nH:23][c:24]4[cH:25][cH:26][c:27]([Cl:30])[cH:28][c:29]34)[CH2:31]2)[cH:2][cH:3][cH:4][cH:5][cH:6]1>>[c:1]1([S:7](=[O:8])(=[O:9])[C:10]([c:11]2[n:12][c:13]([CH2:16][NH:17][CH2:32][c:34]3[cH:35][cH:36][c:37]([C:38](=[O:39])[O:40][CH3:41])[cH:42][cH:43]3)[n:14][o:15]2)([F:18])[CH:19]2[CH2:20][c:21]3[c:22]([nH:23][c:24]4[cH:25][cH:26][c:27]([Cl:30])[cH:28][c:29]34)[CH2:31]2)[cH:2][cH:3][cH:4][cH:5][cH:6]1. The reactants are O=C([O-])[O-], CN(C)C=O, ClCCN1CCCCC1, Cl, [K+], [K+], O, N#Cc1nc(-c2ccc(O)cc2)cs1. Product: N#Cc1nc(-c2ccc(OCCN3CCCCC3)cc2)cs1. RXN SMILES: [C:15](=[O:16])([O-:17])[O-:18].[CH3:32][N:33]([CH3:34])[CH:35]=[O:36].[Cl:22][CH2:23][CH2:24][N:25]1[CH2:26][CH2:27][CH2:28][CH2:29][CH2:30]1.[ClH:21].[K+:19].[K+:20].[OH2:31].[OH:1][c:2]1[cH:3][cH:4][c:5](-[c:8]2[n:9][c:10]([C:13]#[N:14])[s:11][cH:12]2)[cH:6][cH:7]1>>[O:1]([c:2]1[cH:3][cH:4][c:5](-[c:8]2[n:9][c:10]([C:13]#[N:14])[s:11][cH:12]2)[cH:6][cH:7]1)[CH2:23][CH2:24][N:25]1[CH2:26][CH2:27][CH2:28][CH2:29][CH2:30]1. Starting materials: BrB(Br)Br, COc1ccc2c(c1)C(=C(C)c1ccc[nH]1)C(=O)N2, ClCCl. Yields the product CC(=C1C(=O)Nc2ccc(O)cc21)c1ccc[nH]1. Reaction SMILES: [B:20]([Br:21])([Br:22])[Br:23].[CH3:1][O:2][c:3]1[cH:4][c:5]2[c:9]([cH:10][cH:11]1)[NH:8][C:7](=[O:12])[C:6]2=[C:13]([CH3:14])[c:15]1[nH:16][cH:17][cH:18][cH:19]1.[Cl:24][CH2:25][Cl:26]>>[OH:2][c:3]1[cH:4][c:5]2[c:9]([cH:10][cH:11]1)[NH:8][C:7](=[O:12])[C:6]2=[C:13]([CH3:14])[c:15]1[nH:16][cH:17][cH:18][cH:19]1. Reactants: C(C1=CC=CC=C1)N (benzyl amine), [C-]#N.[K+] (potassium cyanide), Cl (HCl), C=O (formaldehyde), N(=O)[O-].[Na+] (sodium nitrite), Cl (HCl). Procedure details: 1.2 ml 7.5N aq. HCl was stirred (at 0° C.) into a mixture of 0.94 g benzyl amine and 0.58 g of potassium cyanide in 2 ml of water. 0.7 g formaldehyde was then added dropwise into the mixture. The resulting mixture was stirred at room temperature for 2 hours and then cooled to 0° C. A solution of 0.62 g sodium nitrite in 1 ml water was added slowly dropwise to the mixture followed by the addition of 1.2 ml 7.5N HCl aq. solution while cooling. The mixture was stirred at room temperature for 1 hour... Conditions: time 2 hour. The product is C1=CC=C(C=C1)CN(CC#N)N=O (N-nitroso-benzylaminoacetonitrile). Solvent: O (water), CCOCC (Ether), O (water). Reaction SMILES: Cl.[CH2:2]([NH2:9])[C:3]1[CH:8]=[CH:7][CH:6]=[CH:5][CH:4]=1.[C-:10]#[N:11].[K+].[CH2:13]=O.[N:15]([O-:17])=O.[Na+]>O.CCOCC>[CH:6]1[CH:7]=[CH:8][C:3]([CH2:2][N:9]([N:15]=[O:17])[CH2:13][C:10]#[N:11])=[CH:4][CH:5]=1 |f:2.3,5.6|. Reactants: FC(COC1=C(C=CC=C1)N1CCN(CC1)CCCN1C(NC=C(C1=O)C)=O)(F)F (3-{3-[4-(2-(2,2,2-trifluoroethoxy)phenyl)piperazin-1-yl]propyl}-5-methyl-2,4(1H,3H)-pyrimidinedione), ClC=1C=C(CCl)C=CC1 (3-chlorobenzyl chloride). The product is Cl.ClC=1C=C(CN2C(N(C(C(=C2)C)=O)CCCN2CCN(CC2)C2=C(C=CC=C2)OCC(F)(F)F)=O)C=CC1 (1-(3-chlorobenzyl)-3-{3-[4-(2-(2,2,2-trifluoroethoxy)phenyl)piperazin-1-yl]-propyl}-5-methyl-2,4(1H,3H)-pyrimidinedione hydrochloride). Reaction SMILES: [F:1][C:2]([F:30])([F:29])[CH2:3][O:4][C:5]1[CH:10]=[CH:9][CH:8]=[CH:7][C:6]=1[N:11]1[CH2:16][CH2:15][N:14]([CH2:17][CH2:18][CH2:19][N:20]2[C:25](=[O:26])[C:24]([CH3:27])=[CH:23][NH:22][C:21]2=[O:28])[CH2:13][CH2:12]1.[Cl:31][C:32]1[CH:33]=[C:34]([CH:37]=[CH:38][CH:39]=1)[CH2:35]Cl>>[ClH:31].[Cl:31][C:32]1[CH:33]=[C:34]([CH:37]=[CH:38][CH:39]=1)[CH2:35][N:22]1[CH:23]=[C:24]([CH3:27])[C:25](=[O:26])[N:20]([CH2:19][CH2:18][CH2:17][N:14]2[CH2:13][CH2:12][N:11]([C:6]3[CH:7]=[CH:8][CH:9]=[CH:10][C:5]=3[O:4][CH2:3][C:2]([F:29])([F:1])[F:30])[CH2:16][CH2:15]2)[C:21]1=[O:28] |f:2.3|. Reported procedure: substituting 3-{3-[4-(2-(2,2,2-trifluoroethoxy)phenyl)piperazin-1-yl]propyl}-5-methyl-2,4(1H,3H)-pyrimidinedione and 3-chlorobenzyl chloride gave 1-(3-chlorobenzyl)-3-{3-[4-(2-(2,2,2-trifluoroethoxy)phenyl)piperazin-1-yl]-propyl}-5-methyl-2,4(1H,3H)-pyrimidinedione hydrochloride, m.p. 142°-144° C.; Anal.: Calcd. for C27H30ClF3N4O3.HCl: C, 55.03; H, 5.33; N, 9.50%; Found: C, 54.80; H, 5.27; N, 9.46%; Starting materials: C(C)(=O)O (acetic acid), C(C)O (ethanol), ClC1=C(C=C(C(=C1)Cl)[N+](=O)[O-])C1=NN(C(=C1C(F)(F)F)C(F)(F)F)C (3-(2,4-dichloro-5-nitrophenyl)-1-methyl-4,5-di(trifluoromethyl)-1H-pyrazole). The reagents and catalysts are [Fe] (iron). The solvent is C(C)(=O)OCC (ethyl acetate). Conditions: time 2 hour. The product is NC=1C(=CC(=C(C1)C1=NN(C(=C1C(F)(F)F)C(F)(F)F)C)Cl)Cl (3-(5-Amino-2,4-dichlorophenyl)-1-methyl-4,5-di(trifluoromethyl)-1H-pyrazole). RXN SMILES: C(O)(=O)C.C(O)C.[Cl:8][C:9]1[CH:14]=[C:13]([Cl:15])[C:12]([N+:16]([O-])=O)=[CH:11][C:10]=1[C:19]1[C:23]([C:24]([F:27])([F:26])[F:25])=[C:22]([C:28]([F:31])([F:30])[F:29])[N:21]([CH3:32])[N:20]=1>[Fe].C(OCC)(=O)C>[NH2:16][C:12]1[C:13]([Cl:15])=[CH:14][C:9]([Cl:8])=[C:10]([C:19]2[C:23]([C:24]([F:25])([F:26])[F:27])=[C:22]([C:28]([F:31])([F:30])[F:29])[N:21]([CH3:32])[N:20]=2)[CH:11]=1. Procedure details: 8 g (0.14 mol) of iron powder, 53 ml of glacial acetic acid and 24 ml of ethanol were heated to 70° C. and the mixture was treated with 11.7 g (29 mmol) of 3-(2,4-dichloro-5-nitrophenyl)-1-methyl-4,5-di(trifluoromethyl)-1H-pyrazole. After the mixture had been stirred for 2 hours at reflux temperature, it was treated with 200 ml of ethyl acetate. It was then filtered through kieselguhr. The filtrate was concentrated. Yield: quantitative. The reactants are [H][H] (hydrogen), C(C)(C)(C)OC(=O)N1C(C2=C(CC1)N(C(=C2)C2=NC(=NC=C2C#CC2=CC(=CC=C2)O)N)C)=O (2-[2-Amino-5-(3-hydroxy-phenylethynyl)-pyrimidin-4-yl]-1-methyl-4-oxo-1,4,6,7-tetrahydro-pyrrolo[3,2-c]pyridine-5-carboxylic acid tert-butyl ester). Reagents/catalysts: [Pd] (Pd/C). The solvent is CO (methanol). Product: C(C)(C)(C)OC(=O)N1C(C2=C(CC1)N(C(=C2)C2=NC(=NC=C2CCC2=CC(=CC=C2)O)N)C)=O (2-{2-Amino-5-[2-(3-hydroxy-phenyl)-ethyl]-pyrimidin-4-yl}-1-methyl-4-oxo-1,4,6,7-tetrahydro-pyrrolo[3,2-c]-pyridine-5-carboxylic acid tert-butyl ester), solid. Isolated yield 76.0%. Reaction SMILES: [C:1]([O:5][C:6]([N:8]1[CH2:13][CH2:12][C:11]2[N:14]([CH3:33])[C:15]([C:17]3[C:22]([C:23]#[C:24][C:25]4[CH:30]=[CH:29][CH:28]=[C:27]([OH:31])[CH:26]=4)=[CH:21][N:20]=[C:19]([NH2:32])[N:18]=3)=[CH:16][C:10]=2[C:9]1=[O:34])=[O:7])([CH3:4])([CH3:3])[CH3:2].[H][H]>CO.[Pd]>[C:1]([O:5][C:6]([N:8]1[CH2:13][CH2:12][C:11]2[N:14]([CH3:33])[C:15]([C:17]3[C:22]([CH2:23][CH2:24][C:25]4[CH:30]=[CH:29][CH:28]=[C:27]([OH:31])[CH:26]=4)=[CH:21][N:20]=[C:19]([NH2:32])[N:18]=3)=[CH:16][C:10]=2[C:9]1=[O:34])=[O:7])([CH3:4])([CH3:3])[CH3:2]. Reported procedure: 2-[2-Amino-5-(3-hydroxy-phenylethynyl)-pyrimidin-4-yl]-1-methyl-4-oxo-1,4,6,7-tetrahydro-pyrrolo[3,2-c]pyridine-5-carboxylic acid tert-butyl ester (obtained as described in Example 9) (25 mg, 0.054 mmol) was dissolved in a methanol (25 mL) and the solution was submitted to continuous hydrogenation in a H-Cube apparatus equipped with a Pd/C 10% cartridge (1 atm of hydrogen, 40° C., flux: 1 mL/min). The solution was then evaporated to dryness and the crude product was purified by chromatography on... Starting materials: ClC=1C=NC=2C(NC=CC2C1)=O (3-chloro-1,7-naphthyridin-8(7H)-one), C1(CCCCC1)P(C1=C(C=CC=C1)C1=C(C=CC=C1OC)OC)C1CCCCC1 (2-dicyclohexylphosphino-2′,6′-dimethoxybiphenyl), P(=O)(Cl)(Cl)Cl (phosphorus oxychloride), CCN(C(C)C)C(C)C (DIPEA). Reagents/catalysts: [C-]#N.[Zn+2].[C-]#N (zinc cyanide), C=1C=CC(=CC1)/C=C/C(=O)/C=C/C2=CC=CC=C2.C=1C=CC(=CC1)/C=C/C(=O)/C=C/C2=CC=CC=C2.C=1C=CC(=CC1)/C=C/C(=O)/C=C/C2=CC=CC=C2.[Pd].[Pd] (tris(dibenzylideneacetone)dipalladium(0)). Solvent: CCOC(=O)C (EtOAc), O (water), CN(C)C=O (DMF). Conditions: temperature 110 celsius, time 1 hour. Product: ClC=1N=CC=C2C=C(C=NC12)C#N (8-Chloro-1,7-naphthyridine-3-carbonitrile). Isolated yield 47.7%. RXN SMILES: Cl[C:2]1[CH:3]=[N:4][C:5]2[C:6](=O)[NH:7][CH:8]=[CH:9][C:10]=2[CH:11]=1.C1(P(C2CCCCC2)C2C=CC=CC=2C2C(OC)=CC=CC=2OC)CCCCC1.P(Cl)(Cl)([Cl:44])=O.CC[N:49]([CH:53](C)C)C(C)C>CCOC(C)=O.[C-]#N.[Zn+2].[C-]#N.C1C=CC(/C=C/C(/C=C/C2C=CC=CC=2)=O)=CC=1.C1C=CC(/C=C/C(/C=C/C2C=CC=CC=2)=O)=CC=1.C1C=CC(/C=C/C(/C=C/C2C=CC=CC=2)=O)=CC=1.[Pd].[Pd].O.CN(C=O)C>[Cl:44][C:6]1[N:7]=[CH:8][CH:9]=[C:10]2[C:5]=1[N:4]=[CH:3][C:2]([C:53]#[N:49])=[CH:11]2 |f:5.6.7,8.9.10.11.12|. Reported procedure: A screw-cap vial was charged with 3-chloro-1,7-naphthyridin-8(7H)-one (100 mg, 0.554 mmol), zinc cyanide (52.7 μl, 0.831 mmol), 2-dicyclohexylphosphino-2′,6′-dimethoxybiphenyl (45.5 mg, 0.111 mmol), tris(dibenzylideneacetone)dipalladium(0) (40.6 mg, 0.044 mmol), DMF (2.74 mL) and water (28 μL). The vial was purged with argon, sealed, and stirred at 110° C. for 1 hour. The mixture was filtered through a pad of Celite, which was rinsed with methanol and dimethylsulfoxide. The combined filtrates we...